From a dataset of the Open Reaction Database (ORD), a public repository of structured organic reaction records. describe an organic reaction: reactants, conditions, products, and yield The product is NC1=C(OC=2C(=NC=CC2)OCC(=O)OC)C=C(C(=C1)F)N1C(N(C(=CC1=O)C(F)(F)F)C)=O (3-{2-amino-4-fluoro-5-[3-methyl-2,6-dioxo-4-(trifluoromethyl)-1,2,3,6-tetrahydropyrimidin-1-yl]phenoxy}-2-(methoxycarbonyl)methoxypyridine). Procedure: To a mixture of 0.3 g of iron powder, 3 ml of acetic acid, and 0.3 ml of water was added dropwise a solution of 0.30 g of 3-{4-fluoro-5-[3-methyl-2,6-dioxo-4-(trifluoromethyl)-1,2,3,6-tetrahydropyrim idin-1-yl]-2-nitrophenoxy}-2-(methoxycarbonyl)methoxypyridine in 2 ml of acetic acid, while the temperature of the reaction mixture was kept at 35° C. or lower. After completion of the dropwise addition, the mixture was stirred for 2 hours and then filtered through Celite. The filtrate was diluted w... Reaction conditions: time 2 hour. The reagents and catalysts are [Fe] (iron). The solvent is C(C)(=O)O (acetic acid), C(C)(=O)O (acetic acid). Reactants: FC1=CC(=C(OC=2C(=NC=CC2)OCC(=O)OC)C=C1N1C(N(C(=CC1=O)C(F)(F)F)C)=O)[N+](=O)[O-] (3-{4-fluoro-5-[3-methyl-2,6-dioxo-4-(trifluoromethyl)-1,2,3,6-tetrahydropyrim idin-1-yl]-2-nitrophenoxy}-2-(methoxycarbonyl)methoxypyridine), O (water). Reaction SMILES: O.[F:2][C:3]1[C:21]([N:22]2[C:27](=[O:28])[CH:26]=[C:25]([C:29]([F:32])([F:31])[F:30])[N:24]([CH3:33])[C:23]2=[O:34])=[CH:20][C:6]([O:7][C:8]2[C:9]([O:14][CH2:15][C:16]([O:18][CH3:19])=[O:17])=[N:10][CH:11]=[CH:12][CH:13]=2)=[C:5]([N+:35]([O-])=O)[CH:4]=1>C(O)(=O)C.[Fe]>[NH2:35][C:5]1[CH:4]=[C:3]([F:2])[C:21]([N:22]2[C:27](=[O:28])[CH:26]=[C:25]([C:29]([F:30])([F:32])[F:31])[N:24]([CH3:33])[C:23]2=[O:34])=[CH:20][C:6]=1[O:7][C:8]1[C:9]([O:14][CH2:15][C:16]([O:18][CH3:19])=[O:17])=[N:10][CH:11]=[CH:12][CH:13]=1. Isolated yield 85.0%.